This data is from the Open Reaction Database (ORD), a public repository of structured organic reaction records. The task is: describe an organic reaction: reactants, conditions, products, and yield Reactants: BrC1=CC=C(C=C1)C(CC(=O)C1=CC(=NC=C1Cl)F)C1=C(C=CC=C1)C (3-(4-bromo-phenyl)-1-(5-chloro-2-fluoro-pyridin-4-yl)-3-o-tolyl-propan-1-one), Cl.NO (hydroxylamine hydrochloride), C(=O)(O)[O-].[Na+] (NaHCO3). The product is BrC1=CC=C(C=C1)C(CC(=NO)C1=CC(=NC=C1Cl)F)C1=C(C=CC=C1)C (3-(4-Bromo-phenyl)-1-(5-chloro-2-fluoro-pyridin-4-yl)-3-o-tolyl-propan-1-one oxime). Reaction SMILES: [Br:1][C:2]1[CH:7]=[CH:6][C:5]([CH:8]([C:20]2[CH:25]=[CH:24][CH:23]=[CH:22][C:21]=2[CH3:26])[CH2:9][C:10]([C:12]2[C:17]([Cl:18])=[CH:16][N:15]=[C:14]([F:19])[CH:13]=2)=O)=[CH:4][CH:3]=1.Cl.[NH2:28][OH:29].C([O-])(O)=O.[Na+]>>[Br:1][C:2]1[CH:7]=[CH:6][C:5]([CH:8]([C:20]2[CH:25]=[CH:24][CH:23]=[CH:22][C:21]=2[CH3:26])[CH2:9][C:10]([C:12]2[C:17]([Cl:18])=[CH:16][N:15]=[C:14]([F:19])[CH:13]=2)=[N:28][OH:29])=[CH:4][CH:3]=1 |f:1.2,3.4|. Reported procedure: In analogy to example 74, step 7, from 3-(4-bromo-phenyl)-1-(5-chloro-2-fluoro-pyridin-4-yl)-3-o-tolyl-propan-1-one and hydroxylamine hydrochloride in the presence of NaHCO3 was prepared the title compound as a mixture of E and Z isomers (1.6:1) as a white foam, MS (ESI−): m/z=445.0124 ([M−H]−, 1Br).